Dataset: the Open Reaction Database (ORD), a public repository of structured organic reaction records. Task: describe an organic reaction: reactants, conditions, products, and yield Starting materials: O=C1CCC(=O)N1Br, ClC(Cl)(Cl)Cl, Cc1ccc(S(C)(=O)=O)cc1. Yields the product CS(=O)(=O)c1ccc(CBr)cc1. As a reaction SMILES: [Br:12][N:13]1[C:14](=[O:15])[CH2:16][CH2:17][C:18]1=[O:19].[Cl:20][C:21]([Cl:22])([Cl:23])[Cl:24].[c:1]1([CH3:11])[cH:2][cH:3][c:4]([S:7](=[O:8])(=[O:9])[CH3:10])[cH:5][cH:6]1>>[c:1]1([CH2:11][Br:12])[cH:2][cH:3][c:4]([S:7](=[O:8])(=[O:9])[CH3:10])[cH:5][cH:6]1. Reactants: CC(=CC[C@H](C1=CC(=O)C=2C(=CC=C(C2C1=O)O)O)O)C (shikonin), C1(CCCCC1)N=C=NC1CCCCC1 (dicyclohexylcarbodiimide), C(CCCCCCC)(=O)O (n-octanoic acid). Reagents/catalysts: CN(C1=CC=NC=C1)C (4-dimethylaminopyridine). The solvent is ClCCl (dichloromethane). Run at time 30 minute. The product is C(CCCCCCC)(=O)OC(CC=C(C)C)C=1C(C2=C(C=CC(=C2C(C1)=O)O)O)=O (2-(1-n-octanoyloxy-4-methyl-3-pentenyl)-5,8-dihydroxy-1,4-naphthoquinone). Isolated yield 42.0%. As a reaction SMILES: [CH3:1][C:2]([CH3:21])=[CH:3][CH2:4][C@@H:5]([OH:20])[C:6]1[C:16](=[O:17])[C:15]2[C:14]([OH:18])=[CH:13][CH:12]=[C:11]([OH:19])[C:10]=2[C:8](=[O:9])[CH:7]=1.C1(N=C=NC2CCCCC2)CCCCC1.[C:37](O)(=[O:45])[CH2:38][CH2:39][CH2:40][CH2:41][CH2:42][CH2:43][CH3:44]>CN(C)C1C=CN=CC=1.ClCCl>[C:37]([O:20][CH:5]([C:6]1[C:16](=[O:17])[C:15]2[C:10]([C:8](=[O:9])[CH:7]=1)=[C:11]([OH:19])[CH:12]=[CH:13][C:14]=2[OH:18])[CH2:4][CH:3]=[C:2]([CH3:21])[CH3:1])(=[O:45])[CH2:38][CH2:39][CH2:40][CH2:41][CH2:42][CH2:43][CH3:44]. Reported procedure: 288 mg (1 mmole) of shikonin, 226 mg (1.1 mmole) of dicyclohexylcarbodiimide and 30 mg (0.25 mmole) of 4-dimethylaminopyridine were dissolved in 3 ml of dry dichloromethane. To the resulting solution was added 144 mg (1 mmole) of n-octanoic acid at 0° C. under nitrogen gas, and the mixture was stirred for 30 minutes and then at room temperature for further 3 hours. The resulting product was separated and purified according to the procedures as described in Example 1 to obtain 174 mg (Yield: 42%)... Reactants: C1CCOC1, NNC(=O)c1ccc(Cl)s1, COCCN=C=O. Yields the product COCCNC(=O)NNC(=O)c1ccc(Cl)s1. RXN SMILES: [CH2:18]1[O:19][CH2:20][CH2:21][CH2:22]1.[Cl:1][c:2]1[cH:3][cH:4][c:5]([C:7](=[O:8])[NH:9][NH2:10])[s:6]1.[N:11](=[C:12]=[O:13])[CH2:14][CH2:15][O:16][CH3:17]>>[Cl:1][c:2]1[cH:3][cH:4][c:5]([C:7](=[O:8])[NH:9][NH:10][C:12]([NH:11][CH2:14][CH2:15][O:16][CH3:17])=[O:13])[s:6]1. Reactants: C1COCCN1, CCOC(C)=O, O, O=c1cc(S)oc2ccccc12, c1ccccc1. Yields the product O=c1cc(N2CCOCC2)oc2ccccc12. Reaction SMILES: [CH2:13]1[CH2:14][O:15][CH2:16][CH2:17][NH:18]1.[CH3:19][CH2:20][O:21][C:22]([CH3:23])=[O:24].[OH2:25].[SH:1][c:2]1[o:3][c:4]2[c:5]([c:6](=[O:8])[cH:7]1)[cH:9][cH:10][cH:11][cH:12]2.[cH:26]1[cH:27][cH:28][cH:29][cH:30][cH:31]1>>[c:2]1([N:18]2[CH2:13][CH2:14][O:15][CH2:16][CH2:17]2)[o:3][c:4]2[c:5]([c:6](=[O:8])[cH:7]1)[cH:9][cH:10][cH:11][cH:12]2. Starting materials: C(C1=CC=CC=C1)OC1=CC=C(OC2=C(C=C(C(=O)Cl)C=C2)NC=2C3=C(N=CN2)N=C(C=C3)C(C)C)C=C1 (4-(4-Benzyloxy-phenoxy)-3-(7-isopropyl-pyrido[2,3-d]pyrimidin-4-ylamino)-benzoyl chloride), FC=1C=C(C=CC1)N (3-Fluoro-phenylamine). Product: C(C1=CC=CC=C1)OC1=CC=C(OC2=C(C=C(C(=O)NC3=CC(=CC=C3)F)C=C2)NC=2C3=C(N=CN2)N=C(C=C3)C(C)C)C=C1 (4-(4-Benzyloxy-phenoxy)-N-(3-fluoro-phenyl)-3-(7-isopropyl-pyrido[2,3-d]pyrimidin-4-ylamino)-benzamide). RXN SMILES: [CH2:1]([O:8][C:9]1[CH:38]=[CH:37][C:12]([O:13][C:14]2[CH:22]=[CH:21][C:17]([C:18](Cl)=[O:19])=[CH:16][C:15]=2[NH:23][C:24]2[C:25]3[CH:33]=[CH:32][C:31]([CH:34]([CH3:36])[CH3:35])=[N:30][C:26]=3[N:27]=[CH:28][N:29]=2)=[CH:11][CH:10]=1)[C:2]1[CH:7]=[CH:6][CH:5]=[CH:4][CH:3]=1.[F:39][C:40]1[CH:41]=[C:42]([NH2:46])[CH:43]=[CH:44][CH:45]=1>>[CH2:1]([O:8][C:9]1[CH:38]=[CH:37][C:12]([O:13][C:14]2[CH:22]=[CH:21][C:17]([C:18]([NH:46][C:42]3[CH:43]=[CH:44][CH:45]=[C:40]([F:39])[CH:41]=3)=[O:19])=[CH:16][C:15]=2[NH:23][C:24]2[C:25]3[CH:33]=[CH:32][C:31]([CH:34]([CH3:36])[CH3:35])=[N:30][C:26]=3[N:27]=[CH:28][N:29]=2)=[CH:11][CH:10]=1)[C:2]1[CH:7]=[CH:6][CH:5]=[CH:4][CH:3]=1. Procedure details: A solution of the product from Example 43D and 3-Fluoro-phenylamine was reacted to provide 4-(4-Benzyloxy-phenoxy)-N-(3-fluoro-phenyl)-3-(7-isopropyl-pyrido[2,3-d]pyrimidin-4-ylamino)-benzamide using the procedure from Example 43E. The material was then deprotected using the procedure from Example 43F to provide the crude title compound which was purified by HPLC with TFA to provide the title compound as a trifluoroacetic acid salt (7 mg, 14%). 1H NMR (300 MHz, DMSO-D6) δ ppm: 1.34 (d, J=6.99 Hz...